Dataset: the Open Reaction Database (ORD), a public repository of structured organic reaction records. Task: describe an organic reaction: reactants, conditions, products, and yield Reactants: C(C)(C)(C)OC(=O)N1CCC2(CN=C(O2)NC=2C=C3C(=NC=NC3=CC2)NC2=CC(=C(C=C2)OCC2=NC=CC=C2)Cl)CC1 (2-{4-[3-chloro-4-(pyridin-2-ylmethoxy)-phenylamino]-quinazolin-6-ylamino}-1-oxa-3,8-diaza-spiro[4.5]dec-2-ene-8-carboxylic acid tert-butyl ester), C(=O)(C(F)(F)F)O (TFA). Solvent: C(Cl)Cl (methylene chloride). Product: ClC=1C=C(C=CC1OCC1=NC=CC=C1)NC1=NC=NC2=CC=C(C=C12)NC=1OC2(CN1)CCNCC2 (N4-[3-Chloro-4-(pyridin-2-ylmethoxy)-phenyl]-N6-(1-oxa-3,8-diaza-spiro[4.5]dec-2-en-2-yl)-quinazoline-4,6-diamine). RXN SMILES: C(OC([N:8]1[CH2:44][CH2:43][C:11]2([O:15][C:14]([NH:16][C:17]3[CH:18]=[C:19]4[C:24](=[CH:25][CH:26]=3)[N:23]=[CH:22][N:21]=[C:20]4[NH:27][C:28]3[CH:33]=[CH:32][C:31]([O:34][CH2:35][C:36]4[CH:41]=[CH:40][CH:39]=[CH:38][N:37]=4)=[C:30]([Cl:42])[CH:29]=3)=[N:13][CH2:12]2)[CH2:10][CH2:9]1)=O)(C)(C)C.C(O)(C(F)(F)F)=O>C(Cl)Cl>[Cl:42][C:30]1[CH:29]=[C:28]([NH:27][C:20]2[C:19]3[C:24](=[CH:25][CH:26]=[C:17]([NH:16][C:14]4[O:15][C:11]5([CH2:43][CH2:44][NH:8][CH2:9][CH2:10]5)[CH2:12][N:13]=4)[CH:18]=3)[N:23]=[CH:22][N:21]=2)[CH:33]=[CH:32][C:31]=1[O:34][CH2:35][C:36]1[CH:41]=[CH:40][CH:39]=[CH:38][N:37]=1. Procedure: N4-[3-Chloro-4-(pyridin-2-ylmethoxy)-phenyl]-N6-(1-oxa-3,8-diaza-spiro[4.5]dec-2-en-2-yl)-quinazoline-4,6-diamine is prepared from 2-{4-[3-chloro-4-(pyridin-2-ylmethoxy)-phenylamino]-quinazolin-6-ylamino}-1-oxa-3,8-diaza-spiro[4.5]dec-2-ene-8-carboxylic acid tert-butyl ester by standard BOC deprotection methods using TFA in methylene chloride. MS ESI (+) m/z 516, 518 (M+1, Cl pattern) detected; 1H NMR (400 mHz, CDCl3) δ 8.61 (s, 1H), 8.58 (d, 1H), 8.22 (bs, 1H), 7.97 (d, 1H), 7.70 (m, 2H), 7.67 ... Starting materials: [Li]CCCC, COCc1cccc(CC(=O)N(C)OC)c1, COP(C)(=O)OC, CC(=O)O, Cc1ccccc1, O. The product is COCc1cccc(CC(=O)CP(=O)(OC)OC)c1. As a reaction SMILES: [CH2:8]([Li:9])[CH2:10][CH2:11][CH3:12].[CH3:13][O:14][N:15]([C:16]([CH2:17][c:18]1[cH:19][c:20]([CH2:24][O:25][CH3:26])[cH:21][cH:22][cH:23]1)=[O:27])[CH3:28].[CH3:1][P:2]([O:3][CH3:4])([O:5][CH3:6])=[O:7].[CH3:29][C:30](=[O:31])[OH:32].[CH3:33][c:34]1[cH:35][cH:36][cH:37][cH:38][cH:39]1.[OH2:40]>>[CH2:1]([P:2]([O:3][CH3:4])([O:5][CH3:6])=[O:7])[C:16]([CH2:17][c:18]1[cH:19][c:20]([CH2:24][O:25][CH3:26])[cH:21][cH:22][cH:23]1)=[O:27]. Starting materials: COCc1nc2nc(-c3ncccc3Cl)ccc2c(=O)[nH]1, ClC(Cl)Cl, O=P(Cl)(Cl)Cl, Cc1cccc(C)n1. Yields the product COCc1nc(Cl)c2ccc(-c3ncccc3Cl)nc2n1. Reaction SMILES: [Cl:1][c:2]1[c:3](-[c:8]2[cH:9][cH:10][c:11]3[c:12]([n:13][c:14]([CH2:18][O:19][CH3:20])[nH:15][c:16]3=[O:17])[n:21]2)[n:4][cH:5][cH:6][cH:7]1.[Cl:35][CH:36]([Cl:37])[Cl:38].[P:30]([Cl:31])([Cl:32])([Cl:33])=[O:34].[n:22]1[c:23]([CH3:24])[cH:25][cH:26][cH:27][c:28]1[CH3:29]>>[Cl:1][c:2]1[c:3](-[c:8]2[cH:9][cH:10][c:11]3[c:12]([n:13][c:14]([CH2:18][O:19][CH3:20])[n:15][c:16]3[Cl:32])[n:21]2)[n:4][cH:5][cH:6][cH:7]1. The reactants are C[Al](C)C, Cc1ccccc1, CCOC(=O)c1sc(N2CCC(NC(=O)c3nc(Cl)c(CC)[nH]3)C(OCC)C2)nc1CNC, Cl. The product is CCOC1CN(c2nc3c(s2)C(=O)N(C)C3)CCC1NC(=O)c1nc(Cl)c(CC)[nH]1. Reaction SMILES: [CH3:1][Al:2]([CH3:3])[CH3:4].[CH3:39][c:40]1[cH:41][cH:42][cH:43][cH:44][cH:45]1.[Cl:5][c:6]1[n:7][c:8]([C:13](=[O:14])[NH:15][CH:16]2[CH:17]([O:35][CH2:36][CH3:37])[CH2:18][N:19]([c:22]3[s:23][c:24]([C:30]([O:32][CH2:31][CH3:33])=[O:34])[c:25]([CH2:27][NH:28][CH3:29])[n:26]3)[CH2:20][CH2:21]2)[nH:9][c:10]1[CH2:11][CH3:12].[ClH:38]>>[Cl:5][c:6]1[n:7][c:8]([C:13](=[O:14])[NH:15][CH:16]2[CH:17]([O:35][CH2:36][CH3:37])[CH2:18][N:19]([c:22]3[s:23][c:24]4[c:25]([n:26]3)[CH2:27][N:28]([CH3:29])[C:30]4=[O:32])[CH2:20][CH2:21]2)[nH:9][c:10]1[CH2:11][CH3:12]. The reactants are O=C([O-])O, Nc1nc(Cl)cc(-c2ccncc2)n1, Cl, Nc1ccc(Oc2ccnc3[nH]ccc23)c(F)c1, [Na+], O. The product is Nc1nc(Nc2ccc(Oc3ccnc4[nH]ccc34)c(F)c2)cc(-c2ccncc2)n1. As a reaction SMILES: [C:34](=[O:35])([OH:36])[O-:37].[Cl:19][c:20]1[n:21][c:22]([NH2:32])[n:23][c:24](-[c:26]2[cH:27][cH:28][n:29][cH:30][cH:31]2)[cH:25]1.[ClH:33].[F:1][c:2]1[cH:3][c:4]([NH2:5])[cH:6][cH:7][c:8]1[O:9][c:10]1[c:11]2[c:12]([n:13][cH:14][cH:15]1)[nH:16][cH:17][cH:18]2.[Na+:38].[OH2:39]>>[F:1][c:2]1[cH:3][c:4]([NH:5][c:20]2[n:21][c:22]([NH2:32])[n:23][c:24](-[c:26]3[cH:27][cH:28][n:29][cH:30][cH:31]3)[cH:25]2)[cH:6][cH:7][c:8]1[O:9][c:10]1[c:11]2[c:12]([n:13][cH:14][cH:15]1)[nH:16][cH:17][cH:18]2.